describe an organic reaction: reactants, conditions, products, and yield From a dataset of the Open Reaction Database (ORD), a public repository of structured organic reaction records. The reactants are Cc1cccc(Br)n1, O=C([O-])[O-], CN(C)CC(=O)O, CS(C)=O, [Cs+], [Cs+], [Cu]I, CC(C)S(=O)(=O)NC1Cc2ccc(O)cc2C1. The product is Cc1cccc(Oc2ccc3c(c2)CC(NS(=O)(=O)C(C)C)C3)n1. Reaction SMILES: [Br:18][c:19]1[n:20][c:21]([CH3:25])[cH:22][cH:23][cH:24]1.[C:26](=[O:27])([O-:28])[O-:29].[CH3:32][N:33]([CH2:34][C:35](=[O:36])[OH:37])[CH3:38].[CH3:39][S:40](=[O:41])[CH3:42].[Cs+:30].[Cs+:31].[Cu:43][I:44].[OH:1][c:2]1[cH:3][c:4]2[c:8]([cH:9][cH:10]1)[CH2:7][CH:6]([NH:11][S:12](=[O:13])(=[O:14])[CH:15]([CH3:16])[CH3:17])[CH2:5]2>>[O:1]([c:2]1[cH:3][c:4]2[c:8]([cH:9][cH:10]1)[CH2:7][CH:6]([NH:11][S:12](=[O:13])(=[O:14])[CH:15]([CH3:16])[CH3:17])[CH2:5]2)[c:19]1[n:20][c:21]([CH3:25])[cH:22][cH:23][cH:24]1. The reactants are C(C)(C)(C)OC(=O)N(OC(=O)OC(C)(C)C)C(C=CC1=CC(=CC=C1)OC1=CC=CC=C1)C (N,O-bis(t-butoxycarbonyl)-N-[1-methyl-3-(3-phenoxyphenyl)prop -2-en-1-yl]hydroxylamine), FC(C(=O)O)(F)F (trifluoroacetic acid). Solvent: C(Cl)Cl (methylene chloride). Conditions: time 1 hour. Yields the product CC(\C=C\C1=CC(=CC=C1)OC1=CC=CC=C1)N(O)C(C)=O ((+)-(E)-N-[1-methyl-3-(3-phenoxyphenyl)prop-2-enyl]acetohydroxamic acid). As a reaction SMILES: C([O:5][C:6]([N:8]([CH:17]([CH3:33])[CH:18]=[CH:19][C:20]1[CH:25]=[CH:24][CH:23]=[C:22]([O:26][C:27]2[CH:32]=[CH:31][CH:30]=[CH:29][CH:28]=2)[CH:21]=1)[O:9]C(OC(C)(C)C)=O)=O)(C)(C)C.F[C:35](F)(F)C(O)=O>C(Cl)Cl>[CH3:33][CH:17]([N:8]([C:6](=[O:5])[CH3:35])[OH:9])/[CH:18]=[CH:19]/[C:20]1[CH:25]=[CH:24][CH:23]=[C:22]([O:26][C:27]2[CH:32]=[CH:31][CH:30]=[CH:29][CH:28]=2)[CH:21]=1. Procedure details: The product from step (e) (1.97 g) was taken up in methylene chloride (12 ml) and trifluoroacetic acid (3 ml) was added under N2. The mixture was stirred for 1 hour at room temperature and then stripped to give the hydroxylamine as a viscous tan/red oil which was taken up in methylene chloride (5 ml). Starting materials: C(C)(C)C=1C(=C(C(=C(C(=O)[O-])C1)SCC1=CC=CC=C1)C(C)C)C(=O)[O-] (diisopropyl-(benzylthio)-terephthalate), CO (methanol), [OH-].[K+] (potassium hydroxide). The solvent is O (water). The product is C(C1=CC=CC=C1)SC1=C(C(=O)O)C=CC(=C1)C(=O)O ((benzylthio)-terephthalic acid). Yield: 87.0%. As a reaction SMILES: C([C:4]1[C:5]([C:24]([O-:26])=[O:25])=[C:6](C(C)C)[C:7]([S:13][CH2:14][C:15]2[CH:20]=[CH:19][CH:18]=[CH:17][CH:16]=2)=[C:8]([CH:12]=1)[C:9]([O-:11])=[O:10])(C)C.CO.[OH-].[K+]>O>[CH2:14]([S:13][C:7]1[CH:6]=[C:5]([C:24]([OH:26])=[O:25])[CH:4]=[CH:12][C:8]=1[C:9]([OH:11])=[O:10])[C:15]1[CH:16]=[CH:17][CH:18]=[CH:19][CH:20]=1 |f:2.3|. Procedure: The diisopropyl-(benzylthio)-terephthalate obtained in Preparation 2 is refluxed with 500 ml. of methanol, 25 g. of potassium hydroxide and 50 ml. of water for 2 hours. The reaction mixture is then concentrated to a small volume, cooled, diluted with water and filtered through diatomaceous earth (Celite). The thus-obtained filtrate is acidified with 4N hydrochloric acid and the precipitate with forms is collected by filtraton and dried in an oven at 90°-100° C. to yield 45 g. (yield 87%) of (ben... The reactants are ClC1=C(C=CC=C1)[N+]([O-])=NC1=C(C=CC=C1)Cl (2,2'-dichloroazoxybenzene), [OH-].[Na+] (sodium hydroxide), O.NN (hydrazine hydrate). The reagents and catalysts are [Ni] (Raney nickel). Solvent: CO (methanol), O (water). Reaction conditions: temperature 65 celsius, time 30 minute. Yields the product ClC=1C=C(C=CC1N)C1=CC(=C(N)C=C1)Cl (3,3'-dichlorobenzidine), N(=O)O (nitrous acid). As a reaction SMILES: ClC1C=CC=CC=1[N+:8](=[N:10][C:11]1[CH:16]=[CH:15][CH:14]=[CH:13][C:12]=1[Cl:17])[O-:9].[OH-:18].[Na+].O.NN>CO.[Ni].O>[Cl:17][C:12]1[CH:13]=[C:14]([C:14]2[CH:15]=[CH:16][C:11]([NH2:10])=[C:12]([Cl:17])[CH:13]=2)[CH:15]=[CH:16][C:11]=1[NH2:10].[N:8]([OH:9])=[O:18] |f:1.2,3.4|. Procedure details: 53.4 g of 2,2'-dichloroazoxybenzene are stirred in 60 ml of methanol. 0.6 g of sodium hydroxide and 11.8 ml of hydrazine hydrate are added and the mixture is warmed to 65° C. After Raney nickel has been added (a total of about 0.05 g in 2-3 portions) vigorous evolution of nitrogen starts. The reduction has ended after 30 minutes. The mixture is cooled to 10° C. and diluted with water and the 2,2'-dichlorohydrazobenzene which has crystallised out is filtered off and washed with water until neutra...